Dataset: the Open Reaction Database (ORD), a public repository of structured organic reaction records. Task: describe an organic reaction: reactants, conditions, products, and yield The reactants are NC1=C(C(=O)NCC#C)C=CC=C1F (2-amino-3-fluoro-N-prop-2-ynyl-benzamide), ClC1=NC=C(C(=N1)Cl)Cl (2,4,5-trichloro-pyrimidine). Product: ClC1=NC=C(C(=N1)NC1=C(C(=O)NCC#C)C=CC=C1F)Cl (2-(2,5-Dichloro-pyrimidin-4-ylamino)-3-fluoro-N-prop-2-ynyl-benzamide), solid. Yield: 28.0%. RXN SMILES: [NH2:1][C:2]1[C:13]([F:14])=[CH:12][CH:11]=[CH:10][C:3]=1[C:4]([NH:6][CH2:7][C:8]#[CH:9])=[O:5].[Cl:15][C:16]1[N:21]=[C:20](Cl)[C:19]([Cl:23])=[CH:18][N:17]=1>>[Cl:15][C:16]1[N:21]=[C:20]([NH:1][C:2]2[C:13]([F:14])=[CH:12][CH:11]=[CH:10][C:3]=2[C:4]([NH:6][CH2:7][C:8]#[CH:9])=[O:5])[C:19]([Cl:23])=[CH:18][N:17]=1. Procedure details: 2-(2,5-Dichloro-pyrimidin-4-ylamino)-3-fluoro-N-prop-2-ynyl-benzamide was prepared from 2-amino-3-fluoro-N-prop-2-ynyl-benzamide and 2,4,5-trichloro-pyrimidine in an analogous manner to Example 308b. Product isolated as an orange solid (1.22 g, 28%). m.p.=209-213° C.; LCMS (m/e) 339 (M+H); 1H-NMR (CDCl3, 400 MHz); 9.07 (bs, 1H), 8.23 (s, 1H), 7.40-7.30 (m, 3H), 6.40-6.32 (m, 1H), 4.25-4.18 (m, 2H), 2.32-2.28 (m, 1H). Reactants: 90g, ClC(CC1CO1)(Cl)Cl (4,4,4-trichloro-1,2-epoxybutane), C(O)CN (monoethanolamine), CO (methanol), C1C(C)O1 (propylene oxide), C(O)CN (monoethanolamine). Solvent: C(C)(C)O (isopropanol). Yields the product 140.8g, OCCN(CC(C)O)CC(CC(Cl)(Cl)Cl)O (N-(2-hydroxyethyl)-N-(2-hydroxypropyl)-4,4,4-trichloro-2-hydroxy-1-butylamine). Yield: 95.5%. Reaction SMILES: [CH2:1]([CH2:3][NH2:4])[OH:2].[CH2:5]1[O:8][CH:6]1[CH3:7].[Cl:9][C:10]([Cl:16])([Cl:15])[CH2:11][CH:12]1[O:14][CH2:13]1.CO>C(O)(C)C>[OH:2][CH2:1][CH2:3][N:4]([CH2:13][CH:12]([OH:14])[CH2:11][C:10]([Cl:16])([Cl:15])[Cl:9])[CH2:5][CH:6]([OH:8])[CH3:7]. Procedure details: To a solution of 30.6g (0.5 mole) monoethanolamine in 150 ml isopropanol heated to reflux was slowly added 33.8g (0.58 mole) propylene oxide over a period of about one hour. After refluxing the mixture overnight the solvent and unreacted starting material were distilled off, affording a residue weighing 49.1g. To this residue was added 5.7g of the unreacted monoethanolamine distillate. To this mixture was added 90g (0.51 mole) 4,4,4-trichloro-1,2-epoxybutane over a period of 45 minutes. An equiv... The reactants are FC1=C(C(=CC(=C1)F)F)[C@@H]1CC[C@@H]2C=CCC(N12)=O ((3S,8aR)-3-(2,4,6-trifluorophenyl)-2,3,6,8a-tetrahydro-1H-indolizin-5-one), [H][H] (hydrogen). Reagents/catalysts: [Pt]=O (Platinum oxide). The solvent is CO (methanol). The product is FC1=C(C(=CC(=C1)F)F)[C@@H]1CC[C@H]2CCCC(N12)=O ((3S,8aR)-3-(2,4,6-trifluorophenyl)hexahydroindolizin-5-one). Isolated yield 99.6%. As a reaction SMILES: [F:1][C:2]1[CH:7]=[C:6]([F:8])[CH:5]=[C:4]([F:9])[C:3]=1[C@H:10]1[N:18]2[C@@H:13]([CH:14]=[CH:15][CH2:16][C:17]2=[O:19])[CH2:12][CH2:11]1.[H][H]>CO.[Pt]=O>[F:1][C:2]1[CH:7]=[C:6]([F:8])[CH:5]=[C:4]([F:9])[C:3]=1[C@H:10]1[N:18]2[C@H:13]([CH2:14][CH2:15][CH2:16][C:17]2=[O:19])[CH2:12][CH2:11]1. Reported procedure: Platinum oxide (25 mg) was added to a solution of (3S,8aR)-3-(2,4,6-trifluorophenyl)-2,3,6,8a-tetrahydro-1H-indolizin-5-one (548 mg) in methanol (5 mL), and the reaction solution was stirred in a hydrogen atmosphere at 1 atm at room temperature for one hour. The reaction solution was filtered through celite, and the filtrate was concentrated under reduced pressure to obtain 550 mg of the title compound. The property value of the compound is as follows. Starting materials: C(C)C1C(CC(C(C(OC(C2CCCCN2C(C(C2(C(CC(C(C(CC(CC(=C1)C)C)OC)O2)OC)C)O)=O)=O)=O)C(=CC2CC(C(CC2)O[Si](C)(C)C(C)(C)C)OCC=C)C)C)O)=O (17-ethyl-1,14-dihydroxy-12-[2'-(4"-(tert-butyldimethylsiloxy)-3"-allyloxycyclohexyl)-1'-methylvinyl]-23,25-dimethoxy-13,19,21,27-tetramethyl-11,28-dioxa-4-azatricyclo[22.3.1.04,9 ]octacos-18-ene-2,3,10,16-tetraone). Run in C(C)#N (acetonitrile), C(C)#N (acetonitrile), C(C)(=O)OCC (ethyl acetate). Conditions: time 2 hour. The product is C(C)C1C(CC(C(C(OC(C2CCCCN2C(C(C2(C(CC(C(C(CC(CC(=C1)C)C)OC)O2)OC)C)O)=O)=O)=O)C(=CC2CC(C(CC2)O)OCC=C)C)C)O)=O (17-Ethyl-1,14-dihydroxy-12-[2'-(4"-hydroxy-3"-allyloxycyclohexyl)-1'-methylvinyl]-23,25-dimethoxy-13,-19,21,27-tetramethyl-11,28-dioxa-4-azatricyclo[22.3.1.04,9 ]octacos-18-ene-2,3,10,16-tetraone). Isolated yield 47.9%. As a reaction SMILES: [CH2:1]([CH:3]1[CH:29]=[C:28]([CH3:30])[CH2:27][CH:26]([CH3:31])[CH2:25][CH:24]([O:32][CH3:33])[CH:23]2[O:34][C:19]([OH:38])([CH:20]([CH3:37])[CH2:21][CH:22]2[O:35][CH3:36])[C:18](=[O:39])[C:17](=[O:40])[N:16]2[CH:11]([CH2:12][CH2:13][CH2:14][CH2:15]2)[C:10](=[O:41])[O:9][CH:8]([C:42]([CH3:62])=[CH:43][CH:44]2[CH2:49][CH2:48][CH:47]([O:50][Si](C(C)(C)C)(C)C)[CH:46]([O:58][CH2:59][CH:60]=[CH2:61])[CH2:45]2)[CH:7]([CH3:63])[CH:6]([OH:64])[CH2:5][C:4]1=[O:65])[CH3:2]>C(#N)C.C(OCC)(=O)C>[CH2:1]([CH:3]1[CH:29]=[C:28]([CH3:30])[CH2:27][CH:26]([CH3:31])[CH2:25][CH:24]([O:32][CH3:33])[CH:23]2[O:34][C:19]([OH:38])([CH:20]([CH3:37])[CH2:21][CH:22]2[O:35][CH3:36])[C:18](=[O:39])[C:17](=[O:40])[N:16]2[CH:11]([CH2:12][CH2:13][CH2:14][CH2:15]2)[C:10](=[O:41])[O:9][CH:8]([C:42]([CH3:62])=[CH:43][CH:44]2[CH2:49][CH2:48][CH:47]([OH:50])[CH:46]([O:58][CH2:59][CH:60]=[CH2:61])[CH2:45]2)[CH:7]([CH3:63])[CH:6]([OH:64])[CH2:5][C:4]1=[O:65])[CH3:2]. Procedure details: To a solution of 17-ethyl-1,14-dihydroxy-12-[2'-(4"-(tert-butyldimethylsiloxy)-3"-allyloxycyclohexyl)-1'-methylvinyl]-23,25-dimethoxy-13,19,21,27-tetramethyl-11,28-dioxa-4-azatricyclo[22.3.1.04,9 ]octacos-18-ene-2,3,10,16-tetraone (150 mg) in acetonitrile (3 ml) was added a solution of 2% HF in aqueous acetonitrile (80 μl), and the mixture was stirred at room temperature. After 2 hours, the solution was diluted with ethyl acetate and quenched with saturated sodium bicarbonate. The layers were se... Starting materials: ClC(C(=O)C1=CC=C(C=C1)CC(C)C)(C)Cl (2,2-dichloro-1-(4-isobutyl-phenyl)-1-propanone), [OH-].[Na+] (sodium hydroxide), O (water), C=1(C(=CC=CC1)C)C (xylene). Run at temperature 20 celsius, time 1 hour. The product is C(C(C)C)C1=CC=C(C=C1)C(C(=O)O)(C)O (2-(4-isobutyl-phenyl)-2-hydroxy-propionic acid). Yield: 89.8%. As a reaction SMILES: Cl[C:2](Cl)(C)[C:3]([C:5]1[CH:10]=[CH:9][C:8]([CH2:11][CH:12]([CH3:14])[CH3:13])=[CH:7][CH:6]=1)=[O:4].[OH-:17].[Na+].[OH2:19].[C:20]1(C)C(C)=CC=CC=1>>[CH2:11]([C:8]1[CH:7]=[CH:6][C:5]([C:3]([OH:4])([CH3:2])[C:20]([OH:19])=[O:17])=[CH:10][CH:9]=1)[CH:12]([CH3:13])[CH3:14] |f:1.2|. Reported procedure: Into a 500 ml-bomb-apparatus, were introduced 2 g (7.7×10-3 mol) of 2,2-dichloro-1-(4-isobutyl-phenyl)-1-propanone (G.P.C.: 95.4%), 7.2 g (0.18 mol) of sodium hydroxide in pellets, 200 ml of water and 40 ml of xylene. The mixture was brought to 200° C. and stirred for 1 hour at this temperature. The inner pressure in the bomb-apparatus was about 14 bars. After cooling at 20° C., the medium was decanted and the aqueous phases were re-extracted with ethyl ether. After acidification at pH=1 with co... Reactants: [Ba+2], CN1CCCC1=O, CCOC(=O)Nc1cn2nc(I)ccc2n1, [OH-], [OH-], O, O, O, O, O, O, O, O, O. Yields the product Nc1cn2nc(I)ccc2n1. As a reaction SMILES: [Ba+2:10].[CH3:29][N:30]1[CH2:31][CH2:32][CH2:33][C:34]1=[O:35].[I:13][c:14]1[cH:15][cH:16][c:17]2[n:18]([n:19]1)[cH:20][c:21]([NH:23][C:24](=[O:25])[O:26][CH2:27][CH3:28])[n:22]2.[OH-:11].[OH-:9].[OH2:12].[OH2:1].[OH2:2].[OH2:3].[OH2:4].[OH2:5].[OH2:6].[OH2:7].[OH2:8]>>[I:13][c:14]1[cH:15][cH:16][c:17]2[n:18]([n:19]1)[cH:20][c:21]([NH2:23])[n:22]2. Reactants: [K] (potassium), ClC=1C=NC(NC1)=S (5-chloropyrimidine-2-thione), ClC1=CC=C(OCCl)C=C1 (p-chlorophenoxymethyl chloride). Run in COCCOC (1,2-dimethoxyethane). Yields the product ClC1=CC=C(OCSC2=NC=C(C=N2)Cl)C=C1 (2-(4-Chlorophenoxymethyl)thio-5-chloropyrimidine). Yield: 70.0%. As a reaction SMILES: [Cl:1][C:2]1[CH:10]=[CH:9][C:5]([O:6][CH2:7]Cl)=[CH:4][CH:3]=1.[K].[Cl:12][C:13]1[CH:14]=[N:15][C:16](=[S:19])[NH:17][CH:18]=1>COCCOC>[Cl:1][C:2]1[CH:10]=[CH:9][C:5]([O:6][CH2:7][S:19][C:16]2[N:17]=[CH:18][C:13]([Cl:12])=[CH:14][N:15]=2)=[CH:4][CH:3]=1 |^1:10|. Reported procedure: A mixture of p-chlorophenoxymethyl chloride (6 mmol) and the potassium salt of 5-chloropyrimidine-2-thione (5 mmol) in 1,2-dimethoxyethane (25 ml) was stirred at room temperature for 10 h, the solvent distilled off at reduced pressure, the residue extracted with chloroform (70 ml), the chloroform (70 ml), the chloroform solution washed with 1 M NaOH (2×10 ml) and water (10 ml), and the dried (MgSO4) solution evaporated. The residual sulfide was recrystallized from iPrOH; yield 70%, m.p. 120° C. ...